Dataset: the Open Reaction Database (ORD), a public repository of structured organic reaction records. Task: describe an organic reaction: reactants, conditions, products, and yield Reactants: CCCC[N+](CCCC)(CCCC)CCCC.[F-] (TBAF), [Si](C)(C)(C(C)(C)C)O[C@H]1C[C@H](N2C(/C(/CC[C@@H]2C1)=C/C1=CC(=C(C=C1)N1C=NC(=C1)C)OC)=O)C1=CC(=C(C(=C1)F)F)F ((E)-(6S*,8R*,9aR*)-8-(tert-butyldimethylsilanyloxy)-6-(3,4,5-trifluorophenyl)-3-[3-methoxy-4-(4-methyl-1H-imidazol-1-yl)benzylidene]octahydroquinolizin-4-one), [Cl-].[NH4+] (ammonium chloride), C(C)(=O)OCC (ethyl acetate). Reaction conditions: time 8 hour. Procedure: TBAF (1.0 M solution in THF, 68.6 μL) was added to a solution of (E)-(6S*,8R*,9aR*)-8-(tert-butyldimethylsilanyloxy)-6-(3,4,5-trifluorophenyl)-3-[3-methoxy-4-(4-methyl-1H-imidazol-1-yl)benzylidene]octahydroquinolizin-4-one (21.0 mg) in THF (1.0 mL), and the reaction solution was stirred at room temperature overnight. A saturated ammonium chloride solution and ethyl acetate were added to the reaction solution, and the organic layer was separated. The resulting organic layer was washed with brine,... Solvent: C1CCOC1 (THF). The yield is 67.3%. Yields the product FC=1C=C(C=C(C1F)F)[C@H]1N2C(/C(/CC[C@@H]2C[C@H](C1)O)=C/C1=CC(=C(C=C1)N1C=NC(=C1)C)OC)=O ((E)-(6S*,8R*,9aR*)-6-(3,4,5-trifluorophenyl)-8-hydroxy-3-[3-methoxy-4-(4-methyl-1H-imidazol-1-yl)benzylidene]octahydroquinolizin-4-one). Reaction SMILES: CCCC[N+](CCCC)(CCCC)CCCC.[F-].[Si]([O:26][C@@H:27]1[CH2:36][C@@H:35]2[N:30]([C:31](=[O:52])/[C:32](=[CH:37]/[C:38]3[CH:43]=[CH:42][C:41]([N:44]4[CH:48]=[C:47]([CH3:49])[N:46]=[CH:45]4)=[C:40]([O:50][CH3:51])[CH:39]=3)/[CH2:33][CH2:34]2)[C@H:29]([C:53]2[CH:58]=[C:57]([F:59])[C:56]([F:60])=[C:55]([F:61])[CH:54]=2)[CH2:28]1)(C(C)(C)C)(C)C.[Cl-].[NH4+].C(OCC)(=O)C>C1COCC1>[F:59][C:57]1[CH:58]=[C:53]([C@@H:29]2[CH2:28][C@H:27]([OH:26])[CH2:36][C@@H:35]3[N:30]2[C:31](=[O:52])/[C:32](=[CH:37]/[C:38]2[CH:43]=[CH:42][C:41]([N:44]4[CH:48]=[C:47]([CH3:49])[N:46]=[CH:45]4)=[C:40]([O:50][CH3:51])[CH:39]=2)/[CH2:33][CH2:34]3)[CH:54]=[C:55]([F:61])[C:56]=1[F:60] |f:0.1,3.4|.